This data is from the Open Reaction Database (ORD), a public repository of structured organic reaction records. The task is: describe an organic reaction: reactants, conditions, products, and yield The reactants are BrC(C(=O)O)CCCCCCCCCC (2-bromododecanoic acid), [Cl-].[Ca+2].[Cl-] (calcium chloride). Reagents/catalysts: [Cl-].C(C)[N+](CC)(CC)CC (tetraethylammonium chloride). Solvent: C(C)#N (acetonitrile). The product is ClC(C(=O)O)CCCCCCCCCC (2-chlorododecanoic acid). RXN SMILES: Br[CH:2]([CH2:6][CH2:7][CH2:8][CH2:9][CH2:10][CH2:11][CH2:12][CH2:13][CH2:14][CH3:15])[C:3]([OH:5])=[O:4].[Cl-:16].[Ca+2].[Cl-]>C(#N)C.[Cl-].C([N+](CC)(CC)CC)C>[Cl:16][CH:2]([CH2:6][CH2:7][CH2:8][CH2:9][CH2:10][CH2:11][CH2:12][CH2:13][CH2:14][CH3:15])[C:3]([OH:5])=[O:4] |f:1.2.3,5.6|. Reported procedure: To 2-bromododecanoic acid (1 g), after having been dissolved in acetonitrile (50 ml), were added calcium chloride (2 g) and tetraethylammonium chloride (1 g), and the mixture was heated under reflux for 4 hours. The reaction mixture was filtered, concentrated and distributed into ethyl acetate and water, and the ethyl acetate layer was dried over anhydrous sodium sulfate and concentrated to give 2-chlorododecanoic acid. Reactants: C1(CCCCC1)C[C@@H]([C@H](C[C@H](C=C)C(C)C)O)NC(=O)[C@H](CC=1N=CNC1)NC(=O)[C@@H](CC(=O)OCC)CC1=CC=CC=C1 (ethyl (R)-3-[[(S)-1-[[(1S,2S,4S)-1-(cyclohexylmethyl)-2-hydroxy-4-isopropyl-5-hexenyl]carbamoyl]-2-imidazol-4-ylethyl]carbamoyl]-4-phenylbutyrate), O.NN (hydrazine hydrate). Solvent: CO (methanol). Product: C1(CCCCC1)C[C@@H]([C@H](C[C@H](C=C)C(C)C)O)NC(=O)[C@H](CC=1N=CNC1)NC(=O)[C@@H](CC(=O)NN)CC1=CC=CC=C1 ((R)-3-[[(S)-1-[[(1S,2S,4S)-1-(cyclohexylmethyl)-2-hydroxy-4-isopropyl-5-hexenyl]carbamoyl]-2-imidazol-4-ylethyl]-carbamoyl]4-phenylbutyrohydrazide). As a reaction SMILES: [CH:1]1([CH2:7][C@H:8]([NH:18][C:19]([C@@H:21]([NH:28][C:29]([C@H:31]([CH2:38][C:39]2[CH:44]=[CH:43][CH:42]=[CH:41][CH:40]=2)[CH2:32][C:33]([O:35]CC)=O)=[O:30])[CH2:22][C:23]2[N:24]=[CH:25][NH:26][CH:27]=2)=[O:20])[C@@H:9]([OH:17])[CH2:10][C@@H:11]([CH:14]([CH3:16])[CH3:15])[CH:12]=[CH2:13])[CH2:6][CH2:5][CH2:4][CH2:3][CH2:2]1.O.[NH2:46][NH2:47]>CO>[CH:1]1([CH2:7][C@H:8]([NH:18][C:19]([C@@H:21]([NH:28][C:29]([C@H:31]([CH2:38][C:39]2[CH:40]=[CH:41][CH:42]=[CH:43][CH:44]=2)[CH2:32][C:33]([NH:46][NH2:47])=[O:35])=[O:30])[CH2:22][C:23]2[N:24]=[CH:25][NH:26][CH:27]=2)=[O:20])[C@@H:9]([OH:17])[CH2:10][C@@H:11]([CH:14]([CH3:15])[CH3:16])[CH:12]=[CH2:13])[CH2:2][CH2:3][CH2:4][CH2:5][CH2:6]1 |f:1.2|. Reported procedure: 100 mg (0.164 mmol) of ethyl (R)-3-[[(S)-1-[[(1S,2S,4S)-1-(cyclohexylmethyl)-2-hydroxy-4-isopropyl-5-hexenyl]carbamoyl]-2-imidazol-4-ylethyl]carbamoyl]-4-phenylbutyrate were stirred at room temperature for 3 hours in a solution of 30% hydrazine hydrate in methanol. Thereafter, the reaction mixture was evaporated and the residue was chromatographed on silica gel with a 14:1:0.1 mixture of methylene chloride, methanol and ammonia. Crystallization of the crude product from methanol/methylene chlori... Starting materials: BrC1=NNC2=CC=C(C=C12)C=O (3-Bromo-1H-indazole-5-carbaldehyde), C(#N)\C=C(\C)/[O-].[Na+] (sodium (1Z)-1-cyanoprop-1-en-2-olate). The product is BrC1=NNC2=CC=C(C=C12)\C=C(/C#N)\C(C)=O ((2E)-2-[(3-Bromo-1H-indazol-5-yl)methylidene]-3-oxobutanenitrile). As a reaction SMILES: [Br:1][C:2]1[C:10]2[C:5](=[CH:6][CH:7]=[C:8]([CH:11]=O)[CH:9]=2)[NH:4][N:3]=1.[C:13](/[CH:15]=[C:16](\[O-:18])/[CH3:17])#[N:14].[Na+]>>[Br:1][C:2]1[C:10]2[C:5](=[CH:6][CH:7]=[C:8](/[CH:11]=[C:15](/[C:16](=[O:18])[CH3:17])\[C:13]#[N:14])[CH:9]=2)[NH:4][N:3]=1 |f:1.2|. Procedure details: The title compound was prepared from 2.85 g (70% purity, 8.87 mmol) 3-bromo-1H-indazole-5-carbaldehyde (Example 10A) and 1.03 g (9.75 mmol) sodium (1Z)-1-cyanoprop-1-en-2-olate in analogy to the procedure described in Example 9A yielding 1.12 g (43% of th.) of product which was used in subsequent steps without further purification. Reactants: OCC1=CC=CC2=CC=CC=C12 (1-(Hydroxymethyl)naphthalin), [H-].[Na+] (NaH), BrC\C=C\C#CC(C)(C)C ((E)-1-bromo-6,6-di-methyl-2-hepten-4-ine). Solvent: C1CCOC1 (THF), CN(C)C=O (DMF). Reaction conditions: time 1 hour. The product is CC(C#C/C=C/COCC1=CC=CC2=CC=CC=C12)(C)C ((E)-(6,6-Dimethyl-2-hepten-4-in-1-yl)-(1-naphthylmethyl)ether). RXN SMILES: [OH:1][CH2:2][C:3]1[C:12]2[C:7](=[CH:8][CH:9]=[CH:10][CH:11]=2)[CH:6]=[CH:5][CH:4]=1.[H-].[Na+].Br[CH2:16]/[CH:17]=[CH:18]/[C:19]#[C:20][C:21]([CH3:24])([CH3:23])[CH3:22]>C1COCC1.CN(C=O)C>[CH3:22][C:21]([CH3:24])([CH3:23])[C:20]#[C:19]/[CH:18]=[CH:17]/[CH2:16][O:1][CH2:2][C:3]1[C:12]2[C:7](=[CH:8][CH:9]=[CH:10][CH:11]=2)[CH:6]=[CH:5][CH:4]=1 |f:1.2|. Procedure: 5 g of 1-(Hydroxymethyl)naphthalin are in THF are treated at room temperature with 900 mg of 80% NaH (dissolved in mineral oil) and stirred until the evolution of gas ceases (ca. 1 hr.). A solution of 6.36 g of (E)-1-bromo-6,6-di-methyl-2-hepten-4-ine in DMF are added dropwise and the reaction mixture stirred overnight at room temperature. Procedure: The title compound was prepared from (2-amino-5-methyl-4-trifluoromethyl-phenyl)-carbamic acid tert-butyl ester (Example J20) (218 mg, 0.75 mmol) and 3-[3-(6-methyl-pyridin-3-yl)-phenyl]-3-oxo-propionic acid tert-butyl ester (Example K4) (234 mg, 0.75 mmol) according to the general procedure M. Obtained as an amorphous off-white substance (331 mg, 84%). Product: C(C)(C)(C)OC(NC1=C(C=C(C(=C1)C)C(F)(F)F)NC(CC(=O)C1=CC(=CC=C1)C=1C=NC(=CC1)C)=O)=O ((5-Methyl-2-{3-[3-(6-methyl-pyridin-3-yl)-phenyl]-3-oxo-propionylamino}-4-trifluoromethyl-phenyl)-carbamic acid tert-butyl ester). As a reaction SMILES: [C:1]([O:5][C:6](=[O:20])[NH:7][C:8]1[CH:13]=[C:12]([CH3:14])[C:11]([C:15]([F:18])([F:17])[F:16])=[CH:10][C:9]=1[NH2:19])([CH3:4])([CH3:3])[CH3:2].C([O:25][C:26](=O)[CH2:27][C:28]([C:30]1[CH:35]=[CH:34][CH:33]=[C:32]([C:36]2[CH:37]=[N:38][C:39]([CH3:42])=[CH:40][CH:41]=2)[CH:31]=1)=[O:29])(C)(C)C>>[C:1]([O:5][C:6](=[O:20])[NH:7][C:8]1[CH:13]=[C:12]([CH3:14])[C:11]([C:15]([F:18])([F:17])[F:16])=[CH:10][C:9]=1[NH:19][C:26](=[O:25])[CH2:27][C:28]([C:30]1[CH:35]=[CH:34][CH:33]=[C:32]([C:36]2[CH:37]=[N:38][C:39]([CH3:42])=[CH:40][CH:41]=2)[CH:31]=1)=[O:29])([CH3:4])([CH3:2])[CH3:3]. Reactants: C(C)(C)(C)OC(NC1=C(C=C(C(=C1)C)C(F)(F)F)N)=O ((2-amino-5-methyl-4-trifluoromethyl-phenyl)-carbamic acid tert-butyl ester), C(C)(C)(C)OC(CC(=O)C1=CC(=CC=C1)C=1C=NC(=CC1)C)=O (3-[3-(6-methyl-pyridin-3-yl)-phenyl]-3-oxo-propionic acid tert-butyl ester). The reactants are C(=O)(O)C=1C=C2C=3C=CC=CC3N3C2=C(C1)C(C=C3)=O (2-carboxy-4H-pyrido[3,2,1-jk]carbazole-4-one), C[Si](C)(C)C=[N+]=[N-] (Trimethylsilyldiazomethane). Reagents/catalysts: CO (methanol). Run in O1CCCC1 (tetrahydrofuran). Run at time 90 minute. The product is COC(=O)C=1C=C2C=3C=CC=CC3N3C2=C(C1)C(C=C3)=O (2-methoxycarbonyl-4H-pyrido[3,2,1-jk]carbazole-4-one). Yield: 48.0%. Reaction SMILES: [C:1]([C:4]1[CH:5]=[C:6]2[C:14]3=[C:15]([C:17](=[O:20])[CH:18]=[CH:19][N:13]3[C:12]3[CH:11]=[CH:10][CH:9]=[CH:8][C:7]2=3)[CH:16]=1)([OH:3])=[O:2].[CH3:21][Si](C=[N+]=[N-])(C)C>O1CCCC1.CO>[CH3:21][O:2][C:1]([C:4]1[CH:5]=[C:6]2[C:14]3=[C:15]([C:17](=[O:20])[CH:18]=[CH:19][N:13]3[C:12]3[CH:11]=[CH:10][CH:9]=[CH:8][C:7]2=3)[CH:16]=1)=[O:3]. Reported procedure: 2-carboxy-4H-pyrido[3,2,1-jk]carbazole-4-one (500 mg) produced in Example 175 was suspended in tetrahydrofuran (100 ml), and methanol (several drops) was added to the suspension. Trimethylsilyldiazomethane (2M hexane solution, 1 ml) was added dropwise at room temperature, and the mixture was stirred for 90 minutes. The solvent was evaporated under reduced pressure, and the residue was purified by silica gel flash column chromatography (eluent: ethyl acetate) to obtain the title compound (250 mg,... Procedure: Grams 3.2 of 1-(2,3-dihydroxypropyl)piperazine and 1.14 g of 2-chloropyrimidine in 50 ml dioxane were refluxed for two and a half hour. The reaction mixture was then settled and the solution evaporated to dryness. The residue obtained was extracted with hot acetone and filtered to remove all impurities. After resting 1.1 g of 3-[4-(pyrimidin-2-yl)piperazin-1-yl]propane-1,2-diol were separated, which melted at 118°-120° C. Reaction SMILES: [OH:1][CH:2]([CH2:10][OH:11])[CH2:3][N:4]1[CH2:9][CH2:8][NH:7][CH2:6][CH2:5]1.Cl[C:13]1[N:18]=[CH:17][CH:16]=[CH:15][N:14]=1>O1CCOCC1>[N:14]1[CH:15]=[CH:16][CH:17]=[N:18][C:13]=1[N:7]1[CH2:8][CH2:9][N:4]([CH2:3][CH:2]([OH:1])[CH2:10][OH:11])[CH2:5][CH2:6]1. The reactants are OC(CN1CCNCC1)CO (1-(2,3-dihydroxypropyl)piperazine), ClC1=NC=CC=N1 (2-chloropyrimidine). Solvent: O1CCOCC1 (dioxane). Yields the product N1=C(N=CC=C1)N1CCN(CC1)CC(CO)O (3-[4-(Pyrimidin-2-yl)piperazin-1-yl]propane-1,2-diol).